Task: describe an organic reaction: reactants, conditions, products, and yield. Dataset: the Open Reaction Database (ORD), a public repository of structured organic reaction records Reactants: S1C=NC=C1 (thiazole), [Li]CCCC (n-BuLi), ClC=1N=C(C2=C(N1)C=CS2)Cl (2,4-dichlorothieno[3,2-d]pyrimidine). Reagents/catalysts: C=1C=CC(=CC1)[P](C=2C=CC=CC2)(C=3C=CC=CC3)[Pd]([P](C=4C=CC=CC4)(C=5C=CC=CC5)C=6C=CC=CC6)([P](C=7C=CC=CC7)(C=8C=CC=CC8)C=9C=CC=CC9)[P](C=1C=CC=CC1)(C=1C=CC=CC1)C=1C=CC=CC1 (Pd(PPh3)4), [Cl-].[Cl-].[Zn+2] (ZnCl2). Run in C1CCOC1 (THF), C1CCOC1 (THF), [NH4+].[Cl-] (NH4Cl). Conditions: time 30 minute. Product: ClC=1N=C(C2=C(N1)C=CS2)C=2SC=CN2 (2-Chloro-4-(2-thiazolyl)thieno[3,2-d]pyrimidine). Isolated yield 29.6%. Reaction SMILES: [S:1]1[CH:5]=[CH:4][N:3]=[CH:2]1.[Li]CCCC.[Cl:11][C:12]1[N:13]=[C:14](Cl)[C:15]2[S:20][CH:19]=[CH:18][C:16]=2[N:17]=1>C1COCC1.[NH4+].[Cl-].[Cl-].[Cl-].[Zn+2].C1C=CC([P]([Pd]([P](C2C=CC=CC=2)(C2C=CC=CC=2)C2C=CC=CC=2)([P](C2C=CC=CC=2)(C2C=CC=CC=2)C2C=CC=CC=2)[P](C2C=CC=CC=2)(C2C=CC=CC=2)C2C=CC=CC=2)(C2C=CC=CC=2)C2C=CC=CC=2)=CC=1>[Cl:11][C:12]1[N:13]=[C:14]([C:2]2[S:1][CH:5]=[CH:4][N:3]=2)[C:15]2[S:20][CH:19]=[CH:18][C:16]=2[N:17]=1 |f:4.5,6.7.8,^1:35,37,56,75|. Procedure: A stirred solution of thiazole (0.14 mL, 2 mmol) in dry THF (10 mL) at −78° C., under argon was treated with n-BuLi (1.6-M in hexanes, 1.3 mL, 2 mmol), stirred for 30 min, treated with a solution of ZnCl2 (1.0-M in Et2O, 2.0 mL, 2 mmol) and allowed to warm gradually to room temperature. The mixture was treated with a solution of 2,4-dichlorothieno[3,2-d]pyrimidine (205 mg, 1 mmol) in THF (5 mL) then Pd(PPh3)4 (100 mg, 10 mol %) refluxed for 17 h, cooled, diluted with saturated NH4Cl solution and... Reactants: [Al+3], C1CCOC1, CCOC(=O)C1=C(c2ccccc2F)CCC1, [H-], [H-], [H-], [H-], [Li+], [Mg+2], [Na+], O=S(=O)([O-])[O-], [OH-], O. Product: OCC1=C(c2ccccc2F)CCC1. RXN SMILES: [Al+3:19].[CH2:32]1[O:33][CH2:34][CH2:35][CH2:36]1.[F:1][c:2]1[c:3]([C:8]2=[C:9]([C:13](=[O:14])[O:15][CH2:16][CH3:17])[CH2:10][CH2:11][CH2:12]2)[cH:4][cH:5][cH:6][cH:7]1.[H-:18].[H-:21].[H-:22].[H-:23].[Li+:20].[Mg+2:26].[Na+:25].[O-:27][S:28](=[O:29])(=[O:30])[O-:31].[OH-:24].[OH2:37]>>[F:1][c:2]1[c:3]([C:8]2=[C:9]([CH2:13][OH:14])[CH2:10][CH2:11][CH2:12]2)[cH:4][cH:5][cH:6][cH:7]1. The reactants are Cc1ccc(C(=O)NCC(N)=O)cc1-n1cnc(OCc2ccc(F)cc2F)c(Cl)c1=O, CC(N)C(N)=O, NCC(N)=O. Product: Cc1ccc(C(=O)NC(C)C(N)=O)cc1-n1cnc(OCc2ccc(F)cc2F)c(Cl)c1=O. RXN SMILES: [Cl:1][c:2]1[c:3]([O:23][CH2:24][c:25]2[c:26]([F:32])[cH:27][c:28]([F:31])[cH:29][cH:30]2)[n:4][cH:5][n:6](-[c:9]2[cH:10][c:11]([C:12](=[O:13])[NH:14][CH2:15][C:16](=[O:17])[NH2:18])[cH:19][cH:20][c:21]2[CH3:22])[c:7]1=[O:8].[NH2:33][CH:34]([C:35]([NH2:36])=[O:37])[CH3:38].[NH2:39][CH2:40][C:41]([NH2:42])=[O:43]>>[Cl:1][c:2]1[c:3]([O:23][CH2:24][c:25]2[c:26]([F:32])[cH:27][c:28]([F:31])[cH:29][cH:30]2)[n:4][cH:5][n:6](-[c:9]2[cH:10][c:11]([C:12](=[O:13])[NH:14][CH:15]([C:16](=[O:17])[NH2:18])[CH3:34])[cH:19][cH:20][c:21]2[CH3:22])[c:7]1=[O:8].